describe an organic reaction: reactants, conditions, products, and yield From a dataset of the Open Reaction Database (ORD), a public repository of structured organic reaction records. Reactants: ClC(C(=O)OCC)C1=CC(=C(C=C1)C1CCCCC1)Cl (ethyl α,3-dichloro-4-cyclohexylphenylacetate), Cl (hydrochloric acid). The solvent is C(C)(=O)O (acetic acid). Product: ClC(C(=O)O)C1=CC(=C(C=C1)C1CCCCC1)Cl (α,3-dichloro-4-cyclohexylphenylacetic acid). Procedure: A mixture of 52.5 g. (0.167 moles) of the ethyl α,3-dichloro-4-cyclohexylphenylacetate and 160 ml. of glacial acetic acid containing 40 ml. of 37% hydrochloric acid is refluxed for 20 hours. The mixture is concentrated under reduced pressure to give a gummy residue. The latter material is dissolved in 300 ml. of n-hexane, washed with ice-cold water (100 ml. total), dried over sodium sulfate and filtered. The hexane is removed to give α,3-dichloro-4-cyclohexylphenylacetic acid. Reaction SMILES: [Cl:1][CH:2]([C:8]1[CH:13]=[CH:12][C:11]([CH:14]2[CH2:19][CH2:18][CH2:17][CH2:16][CH2:15]2)=[C:10]([Cl:20])[CH:9]=1)[C:3]([O:5]CC)=[O:4].Cl>C(O)(=O)C>[Cl:1][CH:2]([C:8]1[CH:13]=[CH:12][C:11]([CH:14]2[CH2:15][CH2:16][CH2:17][CH2:18][CH2:19]2)=[C:10]([Cl:20])[CH:9]=1)[C:3]([OH:5])=[O:4]. Starting materials: C1CCOC1, CO, CC(=O)O, CC(=O)[O-], COC(=O)C(C)(C)Cc1c(SC(C)(C)C)c2cc(OCc3cnccn3)ccc2n1Cc1ccc(Cl)cc1, [Li+], [NH4+], [OH-], O. Product: CC(C)(C)Sc1c(CC(C)(C)C(=O)O)n(Cc2ccc(Cl)cc2)c2ccc(OCc3cnccn3)cc12. As a reaction SMILES: [CH2:47]1[O:48][CH2:49][CH2:50][CH2:51]1.[CH3:39][OH:40].[CH3:43][C:44](=[O:45])[OH:46].[CH3:54][C:55](=[O:56])[O-:57].[Cl:1][c:2]1[cH:3][cH:4][c:5]([CH2:6][n:7]2[c:8]([CH2:29][C:30]([C:31](=[O:32])[O:33][CH3:34])([CH3:35])[CH3:36])[c:9]([S:24][C:25]([CH3:26])([CH3:27])[CH3:28])[c:10]3[cH:11][c:12]([O:16][CH2:17][c:18]4[n:19][cH:20][cH:21][n:22][cH:23]4)[cH:13][cH:14][c:15]23)[cH:37][cH:38]1.[Li+:42].[NH4+:53].[OH-:41].[OH2:52]>>[Cl:1][c:2]1[cH:3][cH:4][c:5]([CH2:6][n:7]2[c:8]([CH2:29][C:30]([C:31](=[O:32])[OH:33])([CH3:35])[CH3:36])[c:9]([S:24][C:25]([CH3:26])([CH3:27])[CH3:28])[c:10]3[cH:11][c:12]([O:16][CH2:17][c:18]4[n:19][cH:20][cH:21][n:22][cH:23]4)[cH:13][cH:14][c:15]23)[cH:37][cH:38]1. Starting materials: O[C@@H](C(=O)N(C)C)[C@H](C(=O)N(C)C)O ((2R,3R)-2,3-dihydroxy-N,N,N′,N′-tetramethyl-butanediamide), C(CCC)B(O)O (n-butylboronic acid), OCCNCCO (2-(2-hydroxy-ethylamino)-ethanol). Run in ClCCl (dichloromethane), [Cl-].[Na+].O (Brine). Conditions: time 16 hour. Product: C(CCC)B1OCCNCCO1 (2-(But-1-yl)-tetrahydro-4H-1,3,6,2-dioxazaborocine), title compound. Reaction SMILES: [CH2:1]([B:5]([OH:7])[OH:6])[CH2:2][CH2:3][CH3:4].O[CH2:9][CH2:10][NH:11][CH2:12][CH2:13]O.O[C@H]([C@@H](O)C(N(C)C)=O)C(N(C)C)=O>ClCCl.[Cl-].[Na+].O>[CH2:1]([B:5]1[O:7][CH2:13][CH2:12][NH:11][CH2:10][CH2:9][O:6]1)[CH2:2][CH2:3][CH3:4] |f:4.5.6|. Procedure details: 2-(But-1-yl)-tetrahydro-4H-1,3,6,2-dioxazaborocine [CAS 92527-13-4] (3 g, 17.5 mmol), which was prepared from n-butylboronic acid and 2-(2-hydroxy-ethylamino)-ethanol [CAS 111-42-2] as reported in Organic Synthesis, 1998, 76, 86-96, and (2R,3R)-2,3-dihydroxy-N,N,N′,N′-tetramethyl-butanediamide [CAS 26549-65-5] (9.85 g) were dissolved in anhydrous dichloromethane (160 mL) under N2. Brine (25 mL) was added. The resulting mixture was stirred at room temperature for about 16 hours. The two layers we... Run in O (water), [OH-].[K+] (potassium hydroxide), CO (methanol). The product is OC1=C(N=CC2=C1C1=C(N2)N=CC(=C1)C1=CC=C(C=C1)CN1CCCCC1)C#N (5-Hydroxy-3-(4-piperidin-1-ylmethylphenyl)-9H-dipyrido[2,3-b;4′,3′-d]pyrrole-6-carbonitrile), hydrochloride salt. Reactants: P(=O)([O-])([O-])[O-].[K+].[K+].[K+] (potassium phosphate), C1(=CC=CC=C1)S(=O)(=O)N1C2=C(C3=C1C=NC(=C3O)C#N)C=C(C=N2)C2=CC=C(C=C2)CN2CCCCC2 (9-Benzenesulfonyl-5-hydroxy-3-(4-piperidin-1-ylmethylphenyl)-9H-dipyrido[2,3-b;4′,3′-d]pyrrole-6-carbonitrile). Isolated yield 63.0%. Reaction conditions: time 2.5 hour. Reported procedure: 9-Benzenesulfonyl-5-hydroxy-3-(4-piperidin-1-ylmethylphenyl)-9H-dipyrido[2,3-b;4′,3′-d]pyrrole-6-carbonitrile (50 mg, 0.01 mmol) was dissolved in 0.15N potassium hydroxide solution in methanol (7 mL). The reaction mixture was stirred for 2.5 h then treated with a solution of monobasic potassium phosphate (136 mg, 1.0 mmol) in water (2 mL). The resultant mixture was concentrated in vacuo and the resultant residue was diluted with water (5 mL). The pH of the aqueous phase was adjusted to 7 by the ... RXN SMILES: C1(S([N:10]2[C:14]3[CH:15]=[N:16][C:17]([C:20]#[N:21])=[C:18]([OH:19])[C:13]=3[C:12]3[CH:22]=[C:23]([C:26]4[CH:31]=[CH:30][C:29]([CH2:32][N:33]5[CH2:38][CH2:37][CH2:36][CH2:35][CH2:34]5)=[CH:28][CH:27]=4)[CH:24]=[N:25][C:11]2=3)(=O)=O)C=CC=CC=1.P([O-])([O-])([O-])=O.[K+].[K+].[K+]>[OH-].[K+].CO.O>[OH:19][C:18]1[C:13]2[C:12]3[CH:22]=[C:23]([C:26]4[CH:31]=[CH:30][C:29]([CH2:32][N:33]5[CH2:38][CH2:37][CH2:36][CH2:35][CH2:34]5)=[CH:28][CH:27]=4)[CH:24]=[N:25][C:11]=3[NH:10][C:14]=2[CH:15]=[N:16][C:17]=1[C:20]#[N:21] |f:1.2.3.4,5.6|. The reactants are [BH4-], COC1CCCC1, CC(C)[Si](OC1CCC(c2cc(F)cc(F)c2)C(=O)c2cccnc21)(C(C)C)C(C)C, [Li+]. Yields the product CC(C)[Si](OC1CCC(c2cc(F)cc(F)c2)C(O)c2cccnc21)(C(C)C)C(C)C. Reaction SMILES: [BH4-:1].[CH3:3][O:4][CH:5]1[CH2:6][CH2:7][CH2:8][CH2:9]1.[F:10][c:11]1[cH:12][c:13]([CH:18]2[C:19](=[O:40])[c:20]3[c:21]([n:22][cH:23][cH:24][cH:25]3)[CH:26]([O:29][Si:30]([CH:31]([CH3:32])[CH3:33])([CH:34]([CH3:35])[CH3:36])[CH:37]([CH3:38])[CH3:39])[CH2:27][CH2:28]2)[cH:14][c:15]([F:17])[cH:16]1.[Li+:2]>>[F:10][c:11]1[cH:12][c:13]([CH:18]2[CH:19]([OH:40])[c:20]3[c:21]([n:22][cH:23][cH:24][cH:25]3)[CH:26]([O:29][Si:30]([CH:31]([CH3:32])[CH3:33])([CH:34]([CH3:35])[CH3:36])[CH:37]([CH3:38])[CH3:39])[CH2:27][CH2:28]2)[cH:14][c:15]([F:17])[cH:16]1. The reactants are O=C1CCC(=O)N1Br, CC(C)(C)OC(=O)NC(CCO)C(=O)OC1CCCC1, ClCCl, c1ccc(P(c2ccccc2)c2ccccc2)cc1, c1ccncc1. Yields the product CC(C)(C)OC(=O)NC(CCBr)C(=O)OC1CCCC1. As a reaction SMILES: [Br:1][N:2]1[C:3](=[O:4])[CH2:5][CH2:6][C:7]1=[O:8].[CH:34]1([O:39][C:40]([CH:41]([CH2:42][CH2:43][OH:44])[NH:45][C:46](=[O:47])[O:48][C:49]([CH3:50])([CH3:51])[CH3:52])=[O:53])[CH2:35][CH2:36][CH2:37][CH2:38]1.[Cl:54][CH2:55][Cl:56].[c:9]1([P:10]([c:11]2[cH:12][cH:13][cH:14][cH:15][cH:16]2)[c:17]2[cH:18][cH:19][cH:20][cH:21][cH:22]2)[cH:23][cH:24][cH:25][cH:26][cH:27]1.[cH:28]1[cH:29][cH:30][n:31][cH:32][cH:33]1>>[Br:1][CH2:43][CH2:42][CH:41]([C:40]([O:39][CH:34]1[CH2:35][CH2:36][CH2:37][CH2:38]1)=[O:53])[NH:45][C:46](=[O:47])[O:48][C:49]([CH3:50])([CH3:51])[CH3:52]. Starting materials: C[Si]([N-][Si](C)(C)C)(C)C.[Li+] (lithium hexamethyldisilazide), O1CCCC1 (tetrahydrofuran), O1CCCC1 (tetrahydrofuran), O1CCCC1 (tetrahydrofuran), C(C)OC(=O)C12CCC(C=C1)O2 (ethoxycarbonyl-7-oxabicyclo[2.2.1]hept-5-ene), [Cl-].[NH4+] (ammonium chloride). Run at temperature -78 celsius, time 1.5 hour. The product is OC1C=CC=C(C1)C(=O)OCC (ethyl 5-hydroxy-1,3-cyclohexadiene-1-carboxylate). Reaction SMILES: C[Si](C)(C)[N-][Si](C)(C)C.[Li+].[CH2:11]([O:13][C:14]([C:16]12O[CH:19]([CH:20]=[CH:21]1)[CH2:18][CH2:17]2)=[O:15])[CH3:12].[Cl-].[NH4+].[O:25]1CCCC1>>[OH:25][CH:20]1[CH2:21][C:16]([C:14]([O:13][CH2:11][CH3:12])=[O:15])=[CH:17][CH:18]=[CH:19]1 |f:0.1,3.4|. Procedure details: To a solution (10.72 ml, 1.0 mol/l, 10.72 mmol) of lithium hexamethyldisilazide in tetrahydrofuran was added tetrahydrofuran (60 ml), and the mixture was cooled to −78° C. To this solution was added dropwise a solution of 2-15 ethoxycarbonyl-7-oxabicyclo[2.2.1]hept-5-ene (a mixture of exo form:endo form=7:3, 1.64 g, 9.75 mmol, obtained in Reference Example 1) in tetrahydrofuran (12 ml). After the dropwise addition, the mixture was heated to 0° C. and stirred for 1.5 h. To this reaction mixture w... Reactants: O.O.C(C(=O)O)(=O)O (oxalic acid dihydrate), C(CC)(=O)O (Propanoic acid), [BH4-].[Na+] (sodium borohydride), C(C1=CC=CC=C1)OC(=O)[C@H]1N(CC(CC1)=NOCC1=CC=CC=C1)CC1=CC=CC=C1 (benzyl (2S)-5-[(benzyloxy)imino]piperidine-2-carboxylic acid benzyl ester), S(O)(O)(=O)=O (sulphuric acid). Solvent: CO (methanol), C(C)(=O)OCC (ethyl acetate), C(C)(=O)OCC (ethyl acetate). Reaction conditions: temperature 45 celsius. Product: C(C(=O)O)(=O)O.C(C1=CC=CC=C1)ON[C@@H]1CC[C@H](NC1)C(=O)OCC1=CC=CC=C1 (benzyl (2S,5R)-5-[(benzyloxy)amino]piperidine-2-carboxylate ethanedioate). As a reaction SMILES: C(O)(=O)CC.[BH4-].[Na+].[CH2:8]([O:15][C:16]([C@@H:18]1[CH2:23][CH2:22][C:21](=[N:24][O:25][CH2:26][C:27]2[CH:32]=[CH:31][CH:30]=[CH:29][CH:28]=2)[CH2:20][N:19]1CC1C=CC=CC=1)=[O:17])[C:9]1[CH:14]=[CH:13][CH:12]=[CH:11][CH:10]=1.S(=O)(=O)(O)O.O.O.[C:47]([OH:52])(=[O:51])[C:48]([OH:50])=[O:49]>C(OCC)(=O)C.CO>[C:47]([OH:52])(=[O:51])[C:48]([OH:50])=[O:49].[CH2:26]([O:25][NH:24][C@H:21]1[CH2:20][NH:19][C@H:18]([C:16]([O:15][CH2:8][C:9]2[CH:10]=[CH:11][CH:12]=[CH:13][CH:14]=2)=[O:17])[CH2:23][CH2:22]1)[C:27]1[CH:32]=[CH:31][CH:30]=[CH:29][CH:28]=1 |f:1.2,5.6.7,10.11|. Procedure details: Propanoic acid (140.6 ml, 1878.6 mmol, 6 eq) was added to a suspension of sodium borohydride (23.2 g, 626.2 mmol, 2 eq) in ethyl acetate (600 ml) and held until the reaction was deemed to be complete. The resulting solution was added to a solution of benzyl (2S)-5-[(benzyloxy)imino]piperidine-2-carboxylic acid benzyl ester in ethyl acetate (600 ml total volume) and sulphuric acid (83.4 ml, 1565 mmol, 5 eq) at −20° C. and held until reaction was deemed to be complete. The reaction was quenched by... Reactants: [I-].[K+] (Potassium iodide), C(C)OCCCC1C2=C(C=CC3=C1C=C(C=C3)I)C=CC=C2 (5-(3-ethoxypropyl)-3-iodo-5H-dibenzo[a,d]cycloheptene). Yields the product ICCCC1C2=C(C=CC3=C1C=C(C=C3)I)C=CC=C2 (5-(3-Iodopropyl)-3-iodo-5H-dibenzo[a,d]cycloheptene). RXN SMILES: [I-:1].[K+].C(O[CH2:6][CH2:7][CH2:8][CH:9]1[C:15]2[CH:16]=[C:17]([I:20])[CH:18]=[CH:19][C:14]=2[CH:13]=[CH:12][C:11]2[CH:21]=[CH:22][CH:23]=[CH:24][C:10]1=2)C>>[I:1][CH2:6][CH2:7][CH2:8][CH:9]1[C:15]2[CH:16]=[C:17]([I:20])[CH:18]=[CH:19][C:14]=2[CH:13]=[CH:12][C:11]2[CH:21]=[CH:22][CH:23]=[CH:24][C:10]1=2 |f:0.1|. Reported procedure: Phosphorus pentoxide (1.28 g.) and concentrated (85%) phosphoric acid (2.7 ml.) are mixed well and cooled to room temperature. Potassium iodide (6.6 g., 0.04 mole), finely powdered, and 5-(3-ethoxypropyl)-3-iodo-5H-dibenzo[a,d]cycloheptene (4.0 g., 0.01 mole) are added and the mixture stirred and heated in an oil bath at 110° for 16 hours.